This data is from the Open Reaction Database (ORD), a public repository of structured organic reaction records. The task is: describe an organic reaction: reactants, conditions, products, and yield The reactants are [N+](=O)(O)[O-] (nitric acid), CC1(C2=C(B(O1)O)C=CC=C2)C (3,3-dimethyl-3H-benzo[c][1,2]oxaborol-1-ol), FC(C(=O)O)(F)F (trifluoroacetic acid), FC(C(=O)OC(C(F)(F)F)=O)(F)F (Trifluoroacetic anhydride). Reaction conditions: temperature 5 celsius, time 30 minute. The product is CC1(C2=C(B(O1)O)C=C(C=C2)[N+](=O)[O-])C (3,3-dimethyl-6-nitro-3H-benzo[c][1,2]oxaborol-1-ol). The yield is 95.1%. As a reaction SMILES: [CH3:1][C:2]1([CH3:12])[O:6][B:5]([OH:7])[C:4]2[CH:8]=[CH:9][CH:10]=[CH:11][C:3]1=2.FC(F)(F)C(O)=O.FC(F)(F)C(OC(=O)C(F)(F)F)=O.[N+:33]([O-])([OH:35])=[O:34]>>[CH3:1][C:2]1([CH3:12])[O:6][B:5]([OH:7])[C:4]2[CH:8]=[C:9]([N+:33]([O-:35])=[O:34])[CH:10]=[CH:11][C:3]1=2. Reported procedure: A 22 L round-bottomed-flask equipped with a mechanical stirrer, thermocouple, 2 L dropping funnel and cold bath was charged with 3,3-dimethyl-3H-benzo[c][1,2]oxaborol-1-ol (508 g, 300 g contained, 1.85 mol) and trifluoroacetic acid (1.54 L). The solution was cooled to 5° C. Trifluoroacetic anhydride (722 mL, 5.56 mol, 3.00 eq) was added via dropping funnel over 15 min. After aging at 0-3° C. for 30 min, nitric acid (90% fuming, 108 mL, 2.31 mol, 1.5 eq) was added dropwise over 2 h 50 min keeping... The reactants are ClC=1C=CC(N(N1)C)=O (6-chloro-2-methylpyridazin-3(2H)-one), N1CCC(CC1)O (piperidin-4-ol). The solvent is O (water), CCN(C(C)C)C(C)C (DIPEA). Reaction conditions: temperature 120 celsius, time 8 hour. Product: OC1CCN(CC1)C=1C=CC(N(N1)C)=O (6-(4-hydroxypiperidin-1-yl)-2-methylpyridazin-3(2H)-one). Yield: 82.6%. As a reaction SMILES: Cl[C:2]1[CH:3]=[CH:4][C:5](=[O:9])[N:6]([CH3:8])[N:7]=1.[NH:10]1[CH2:15][CH2:14][CH:13]([OH:16])[CH2:12][CH2:11]1>CCN(C(C)C)C(C)C.O>[OH:16][CH:13]1[CH2:14][CH2:15][N:10]([C:2]2[CH:3]=[CH:4][C:5](=[O:9])[N:6]([CH3:8])[N:7]=2)[CH2:11][CH2:12]1. Procedure: To a slurry of 6-chloro-2-methylpyridazin-3(2H)-one (1 g, 6.94 mmol) in DIPEA (20 mL) was added piperidin-4-ol (0.84 g, 8.33 mmol) and the reaction mixture was stirred at 120° C. overnight. The resulting mixture was diluted with water (30 mL) and extracted with DCM (3×30 mL) to remove impurities. The aqueous phase was concentrated to dryness to afford the title compound as a yellow solid (1.2 g, 83%). [LCMS: Rt=1.07 min, m/z 210.1 (M+H)]+. Reactants: C(C)(C)N[C@H](C(=O)O)CC(C)C ((S)-2-Isopropylamino-4-methyl-pentanoic acid), C=O (HCHO), [H][H] (hydrogen), [H][H] (hydrogen). The reagents and catalysts are [Pd] (Pd/C). The solvent is C(C)O (ethanol). Yields the product C(C)(C)N(C(C(=O)O)CC(C)C)C (2-(Isopropyl-methyl-amino)-4-methyl-pentanoic acid). Yield: 89.0%. RXN SMILES: [CH:1]([NH:4][C@@H:5]([CH2:9][CH:10]([CH3:12])[CH3:11])[C:6]([OH:8])=[O:7])([CH3:3])[CH3:2].[CH2:13]=O.[H][H]>C(O)C.[Pd]>[CH:1]([N:4]([CH3:13])[CH:5]([CH2:9][CH:10]([CH3:12])[CH3:11])[C:6]([OH:8])=[O:7])([CH3:3])[CH3:2]. Procedure details: A mixture of (S)-2-isopropylamino-4-methyl-pentanoic acid (70.86 g, 0.41 mol, Example 19, Step A) and aqueous HCHO (94 mL of 37.2%) was agitated in an atmosphere of hydrogen (pressure, 47-52 psi) at 50° C. in absolute ethanol (1.5 L) in the presence of Pd/C (20%, 5 g) until the absorption of hydrogen almost ceased. The catalyst was removed by filtration. The filtrate was concentrated in vacuo to dryness. One hundred milliliters of water was added and concentrated to dryness, and this operation w... Reactants: CSC1=NC=CC(=N1)C (2-methylthio-4-methylpyrimidine), CON(C(C1=CC(=CC=C1)C(F)(F)F)=O)C (N-methoxy-N-methyl-3-trifluoromethylbenzamide), C(C)(C)NC(C)C (diisopropylamine). Run in C1CCOC1 (THF), C1CCOC1 (THF), C1CCOC1 (THF). Conditions: temperature -78 celsius, time 15 minute. The product is CSC1=NC=C(C=N1)CC(=O)C1=CC(=CC=C1)C(F)(F)F (2-(2-Methylthio-pyrimidin-5-yl)-1-(3-trifluoromethylphenyl)-ethanone). The yield is 74.2%. As a reaction SMILES: [CH:1](NC(C)C)(C)C.[CH3:8][S:9][C:10]1[N:15]=[C:14](C)[CH:13]=[CH:12][N:11]=1.CON(C)[C:20](=[O:31])[C:21]1[CH:26]=[CH:25][CH:24]=[C:23]([C:27]([F:30])([F:29])[F:28])[CH:22]=1>C1COCC1>[CH3:8][S:9][C:10]1[N:11]=[CH:12][C:13]([CH2:1][C:20]([C:21]2[CH:26]=[CH:25][CH:24]=[C:23]([C:27]([F:30])([F:29])[F:28])[CH:22]=2)=[O:31])=[CH:14][N:15]=1. Procedure details: To a solution of diisopropylamine (7.9 mL, 0.056 mole) in THF (100 mL) at −78° C. and under argon was added 2.5M n-butylithium (22.5 mL, 0.056 mole) followed, after 5 minutes, by a solution of 2-methylthio-4-methylpyrimidine (5.27 g, 0.376 mole) in THF (20 mL). Upon stirring for 15 min. at -78° C., a solution of N-methoxy-N-methyl-3-trifluoromethylbenzamide (9.63 g, 0.041 mole) in THF (90 mL) was added. The reaction was allowed to warm to 0° C. and then quenched into water (400 mL) and ethyl ace... Reactants: C(C1=CC=CC=C1)OC=1C=C(C=CC1N1S(NC(C1)=O)(=O)=O)CC(CC#N)(C)C (4-[3-benzyloxy-4-(1,1,4-trioxo-1,2,5-thiadiazolidin-2-yl)-phenyl]-3,3-dimethylbutyronitrile). Reagents/catalysts: [OH-].[OH-].[Pd+2] (Pd(OH)2). Run in CCOC(=O)C (EtOAc). Run at time 6 hour. The product is OC=1C=C(C=CC1N1S(NC(C1)=O)(=O)=O)CC(CC#N)(C)C (4-[3-Hydroxy-4-(1,1,4-trioxo-1,2,5-thiadiazolidin-2-yl)-phenyl]-3,3-dimethylbutyronitrile). As a reaction SMILES: C([O:8][C:9]1[CH:10]=[C:11]([CH2:23][C:24]([CH3:29])([CH3:28])[CH2:25][C:26]#[N:27])[CH:12]=[CH:13][C:14]=1[N:15]1[CH2:19][C:18](=[O:20])[NH:17][S:16]1(=[O:22])=[O:21])C1C=CC=CC=1>CCOC(C)=O.[OH-].[OH-].[Pd+2]>[OH:8][C:9]1[CH:10]=[C:11]([CH2:23][C:24]([CH3:29])([CH3:28])[CH2:25][C:26]#[N:27])[CH:12]=[CH:13][C:14]=1[N:15]1[CH2:19][C:18](=[O:20])[NH:17][S:16]1(=[O:22])=[O:21] |f:2.3.4|. Procedure: A mixture of 4-[3-benzyloxy-4-(1,1,4-trioxo-1,2,5-thiadiazolidin-2-yl)-phenyl]-3,3-dimethylbutyronitrile (25 mg) and Pd(OH)2 (25 mg) in EtOAc (5 mL) is hydrogenated at 1 atm for 6 h. The catalyst is filtered and the filtrate evaporated. The residue is purified by preparative HPLC to give the title compound: (M−1)−=322. Reactants: TEA, C=1C=CC(=CC1)P(=O)(C=2C=CC=CC2)N=[N+]=[N-] (DPPA), CC=1C=C(C(=O)O)C=C(N1)\C=C\C1=CC=CC=C1 (2-methyl-6-(E)-styryl-isonicotinic acid). Reaction conditions: temperature 0 celsius, time 0.5 hour. Reported procedure: To a solution of 2-methyl-6-(E)-styryl-isonicotinic acid (214 mg, 0.89 mmol) in DMF (5 mL) is added at 0° C. TEA (0.21 mL, 1.5 mmol) and slowly (30 min) DPPA (366 mg, 1.33 mmol). The reaction mixture is stirred for 0.5 h at 0° C. and 0.5 h at r.t. The reaction is quenched with ice (20 g) and extracted with Et2O (6×30 mL). The combined organic extracts are washed successively with saturated NaHCO3 (2×15 mL) and water (2×10 mL), and are evaporated in vacuo without heating. The residue is purified ... RXN SMILES: [CH3:1][C:2]1[CH:3]=[C:4]([CH:8]=[C:9](/[CH:11]=[CH:12]/[C:13]2[CH:18]=[CH:17][CH:16]=[CH:15][CH:14]=2)[N:10]=1)[C:5](O)=[O:6].C1C=CC(P([N:33]=[N+:34]=[N-:35])(C2C=CC=CC=2)=O)=CC=1>CN(C=O)C>[CH3:1][C:2]1[CH:3]=[C:4]([CH:8]=[C:9](/[CH:11]=[CH:12]/[C:13]2[CH:18]=[CH:17][CH:16]=[CH:15][CH:14]=2)[N:10]=1)[C:5]([N:33]=[N+:34]=[N-:35])=[O:6]. Solvent: CN(C)C=O (DMF). Yields the product CC=1C=C(C(=O)N=[N+]=[N-])C=C(N1)\C=C\C1=CC=CC=C1 (2-Methyl-6-(E)-styryl-isonicotinoyl azide). Reactants: C#CCCCCCCC, CC(C)NC(C)C, [Cu]I, CCCCCCCCOc1ccc(-c2ncc(Br)cn2)c(F)c1F, c1ccc(P(c2ccccc2)(c2ccccc2)[Pd](P(c2ccccc2)(c2ccccc2)c2ccccc2)(P(c2ccccc2)(c2ccccc2)c2ccccc2)P(c2ccccc2)(c2ccccc2)c2ccccc2)cc1. Product: CCCCCCCC#Cc1cnc(-c2ccc(OCCCCCCCC)c(F)c2F)nc1. Reaction SMILES: [CH:1]#[C:2][CH2:3][CH2:4][CH2:5][CH2:6][CH2:7][CH2:8][CH3:9].[CH:34]([NH:35][CH:36]([CH3:37])[CH3:38])([CH3:39])[CH3:40].[Cu:118][I:119].[F:10][c:11]1[c:12](-[c:27]2[n:28][cH:29][c:30]([Br:33])[cH:31][n:32]2)[cH:13][cH:14][c:15]([O:18][CH2:19][CH2:20][CH2:21][CH2:22][CH2:23][CH2:24][CH2:25][CH3:26])[c:16]1[F:17].[cH:41]1[cH:42][cH:43][c:44]([P:45]([Pd:46]([P:47]([c:48]2[cH:49][cH:50][cH:51][cH:52][cH:53]2)([c:54]2[cH:55][cH:56][cH:57][cH:58][cH:59]2)[c:60]2[cH:61][cH:62][cH:63][cH:64][cH:65]2)([P:66]([c:67]2[cH:68][cH:69][cH:70][cH:71][cH:72]2)([c:73]2[cH:74][cH:75][cH:76][cH:77][cH:78]2)[c:79]2[cH:80][cH:81][cH:82][cH:83][cH:84]2)[P:85]([c:86]2[cH:87][cH:88][cH:89][cH:90][cH:91]2)([c:92]2[cH:93][cH:94][cH:95][cH:96][cH:97]2)[c:98]2[cH:99][cH:100][cH:101][cH:102][cH:103]2)([c:104]2[cH:105][cH:106][cH:107][cH:108][cH:109]2)[c:110]2[cH:111][cH:112][cH:113][cH:114][cH:115]2)[cH:116][cH:117]1>>[C:1](#[C:2][CH2:3][CH2:4][CH2:5][CH2:6][CH2:7][CH2:8][CH3:9])[c:30]1[cH:29][n:28][c:27](-[c:12]2[c:11]([F:10])[c:16]([F:17])[c:15]([O:18][CH2:19][CH2:20][CH2:21][CH2:22][CH2:23][CH2:24][CH2:25][CH3:26])[cH:14][cH:13]2)[n:32][cH:31]1. The reactants are C(C)ON=C1CC(NC1)C(=O)O (4-(ethoxyimino)-2-pyrrolidinecarboxylic acid), C1(=CC=CC=C1)C(C(=O)Cl)C1=CC=CC=C1 (diphenylacetyl chloride), C(C)N(CCN)CC (N1,N1-diethyl-1,2-ethanediamine). Yields the product C(C)N(CCNC(=O)[C@H]1N(CC(C1)=NOCC)C(C(C1=CC=CC=C1)C1=CC=CC=C1)=O)CC ((2S,4EZ)-N-[2-(diethylamino)ethyl]-1-(diphenylacetyl)-4-(ethoxyimino)-2-pyrrolidinecarboxamide). As a reaction SMILES: [CH2:1]([O:3][N:4]=[C:5]1[CH2:9][NH:8][CH:7]([C:10]([OH:12])=O)[CH2:6]1)[CH3:2].[C:13]1([CH:19]([C:23]2[CH:28]=[CH:27][CH:26]=[CH:25][CH:24]=2)[C:20](Cl)=[O:21])[CH:18]=[CH:17][CH:16]=[CH:15][CH:14]=1.[CH2:29]([N:31]([CH2:35][CH3:36])[CH2:32][CH2:33][NH2:34])[CH3:30]>>[CH2:29]([N:31]([CH2:35][CH3:36])[CH2:32][CH2:33][NH:34][C:10]([C@@H:7]1[CH2:6][C:5](=[N:4][O:3][CH2:1][CH3:2])[CH2:9][N:8]1[C:20](=[O:21])[CH:19]([C:23]1[CH:28]=[CH:27][CH:26]=[CH:25][CH:24]=1)[C:13]1[CH:18]=[CH:17][CH:16]=[CH:15][CH:14]=1)=[O:12])[CH3:30]. Reported procedure: Following the general method as outlined in Example 22, starting from (2S,4EZ)-1-tert-butoxycarbonyl)-4-(ethoxyimino)-2-pyrrolidinecarboxylic acid, diphenylacetyl chloride, and N1,N1-diethyl-1,2-ethanediamine the title compound was obtained in 50% purity by LC/MS. MS(ESI+): m/z=465.4. Starting materials: C=C1C[C@H]([C@@H](C1)C(=O)OC)C1=CC=CC=C1 (Methyl (+−)-trans-4-methylene-2-phenylcyclopentanoate), [H-].[Al+3].[Li+].[H-].[H-].[H-] (lithium aluminum hydride). Procedure: To a solution of methyl (+−)-trans-4-methylene-2-phenylcyclopentanoate (5.0 g, 23 mmol) from Step A in THF (30 mL) under nitrogen was added dropwise over 10 min 1M lithium aluminum hydride (LAH) in THF (23 mL). After 2 h at rt, the excess LAH was quenched by dropwise addition of ethyl acetate and the reaction was then poured into dilute aq. HCl. The mixture was extracted twice with ether and the organic layers were washed with brine, dried over sodium sulfate, combined and concentrated. The resi... Isolated yield 103.9%. The solvent is C1CCOC1 (THF), C1CCOC1 (THF). As a reaction SMILES: [CH2:1]=[C:2]1[CH2:6][C@@H:5]([C:7](OC)=[O:8])[C@H:4]([C:11]2[CH:16]=[CH:15][CH:14]=[CH:13][CH:12]=2)[CH2:3]1.[H-].[Al+3].[Li+].[H-].[H-].[H-]>C1COCC1>[OH:8][CH2:7][C@@H:5]1[CH2:6][C:2](=[CH2:1])[CH2:3][C@H:4]1[C:11]1[CH:12]=[CH:13][CH:14]=[CH:15][CH:16]=1 |f:1.2.3.4.5.6|. Reaction conditions: time 2 hour. The product is OC[C@H]1[C@@H](CC(C1)=C)C1=CC=CC=C1 ((+−)-trans-1-Hydroxymethyl-4-methylene-2-phenylcyclopentane).